This data is from the Open Reaction Database (ORD), a public repository of structured organic reaction records. The task is: describe an organic reaction: reactants, conditions, products, and yield The reactants are C(C)(=O)NC1=C(C=C(C(=O)OC)C=C1)NC(COC(C)=O)=O (Methyl 4-(Acetylamino)-3-[(Acetoxyacetyl)Amino]Benzoate), Cl (HCl). Solvent: [OH-].[Na+] (NaOH). Conditions: time 2 hour. Product: C(C)(=O)NC1=C(C=C(C(=O)O)C=C1)NC(CO)=O (4-(Acetylamino)-3-[(Hydroxyacety)Amino]Benzoic Acid). The yield is 4.9%. Reaction SMILES: [C:1]([NH:4][C:5]1[CH:14]=[CH:13][C:8]([C:9]([O:11]C)=[O:10])=[CH:7][C:6]=1[NH:15][C:16](=[O:22])[CH2:17][O:18]C(=O)C)(=[O:3])[CH3:2].Cl>[OH-].[Na+]>[C:1]([NH:4][C:5]1[CH:14]=[CH:13][C:8]([C:9]([OH:11])=[O:10])=[CH:7][C:6]=1[NH:15][C:16](=[O:22])[CH2:17][OH:18])(=[O:3])[CH3:2] |f:2.3|. Reported procedure: Compound 17 (0.200 g, 0.652 mmol) was dissolved in 0.1N NaOH (7.93 mL) and stirred at room temperature for 2 hours. The alkaline aqueous layer was acidified to pH 2 with cone HCl, extracted with ethyl acetate (2×15 mL), and the extracts were dried (Na2SO4) and concentrated on a rotary evaporator to give only 8 mg of 109. The aqueous layer was concentrated on a rotary evaporator to 25% of the original volume, cooled, and the solid which separated was filtered. This was dried under vacuum to give ... Starting materials: C(N)(=S)C1=CC=C(C(=O)OC)C=C1 (methyl 4-thiocarbamoylbenzoate), Br.BrCC(=O)C1=NC=CC=C1 (2-bromoacetylpyridine hydrobromide). The product is Br.N1=C(C=CC=C1)C=1N=C(SC1)C1=CC=C(C(=O)OC)C=C1 (methyl 4-[4-(2-pyridyl)-2-thiazolyl]benzoate hydrobromide). Yield: 80.0%. Reaction SMILES: [C:1]([C:4]1[CH:13]=[CH:12][C:7]([C:8]([O:10][CH3:11])=[O:9])=[CH:6][CH:5]=1)(=[S:3])[NH2:2].Br.[Br:15][CH2:16][C:17]([C:19]1[CH:24]=[CH:23][CH:22]=[CH:21][N:20]=1)=O>>[BrH:15].[N:20]1[CH:21]=[CH:22][CH:23]=[CH:24][C:19]=1[C:17]1[N:2]=[C:1]([C:4]2[CH:13]=[CH:12][C:7]([C:8]([O:10][CH3:11])=[O:9])=[CH:6][CH:5]=2)[S:3][CH:16]=1 |f:1.2,3.4|. Procedure details: In the same manner as in Example 28, methyl 4-thiocarbamoylbenzoate was reacted with 2-bromoacetylpyridine hydrobromide to obtain methyl 4-[4-(2-pyridyl)-2-thiazolyl]benzoate hydrobromide. The product was recrystallized from ethanol. Yield: 80%. Pale yellow prisms. Melting point: 243 to 244° C.